Dataset: the Open Reaction Database (ORD), a public repository of structured organic reaction records. Task: describe an organic reaction: reactants, conditions, products, and yield Isolated yield 65.7%. RXN SMILES: C(O)C.[Na].[CH2:5]([N:12]=[CH:13][C:14]1[CH:19]=[CH:18][C:17]([OH:20])=[CH:16][CH:15]=1)[C:6]1[CH:11]=[CH:10][CH:9]=[CH:8][CH:7]=1.Br[C:22]([CH3:29])([CH3:28])[C:23]([O:25][CH2:26][CH3:27])=[O:24]>O>[CH2:5]([N:12]=[CH:13][C:14]1[CH:15]=[CH:16][C:17]([O:20][C:22]([CH3:29])([CH3:28])[C:23]([O:25][CH2:26][CH3:27])=[O:24])=[CH:18][CH:19]=1)[C:6]1[CH:7]=[CH:8][CH:9]=[CH:10][CH:11]=1 |^1:3|. Run in O (water). Reactants: C(C)O (ethanol), [Na] (sodium), C(C1=CC=CC=C1)N=CC1=CC=C(C=C1)O (4-(N-benzylformimidoyl)phenol), BrC(C(=O)OCC)(C)C (ethyl 2-bromo-2-methylpropionate). Reported procedure: (a) To 50 ml of absolute ethanol is added 0.573 g of sodium, and 5 g of 4-(N-benzylformimidoyl)phenol and then 5.54 g of ethyl 2-bromo-2-methylpropionate are added to the solution under cooling with water. The mixture is refluxed under heating and with stirring for 22 hours. The ethanol is distilled off from the reaction mixture under reduced pressure. After dissolving the residue in 30 ml of benzene, the insolubles are filtered off. The benzene filtrate is washed with water twice, then dried ov... Yields the product C(C1=CC=CC=C1)N=CC1=CC=C(OC(C(=O)OCC)(C)C)C=C1 (ethyl 2-[4-(N-benzylformimidoyl)phenoxy]-2-methylpropionate). Reaction conditions: time 22 hour. Starting materials: [OH-].[K+] (potassium hydroxide), O1CCC(C2=CC=CC=C12)=O (4-chromanone), CC1=C(N=CN1C(C1=CC=CC=C1)(C1=CC=CC=C1)C1=CC=CC=C1)C=O (5-methyl-1-(triphenylmethyl)-1H-imidazole-4-carboxaldehyde). Solvent: CO (methanol), CO (methanol). Conditions: time 3 hour. The product is CC1=C(N=CN1C(C1=CC=CC=C1)(C1=CC=CC=C1)C1=CC=CC=C1)\C=C\1/COC2=C(C1=O)C=CC=C2 ((E)-2,3-Dihydro-3-[[5-methyl-1-(triphenylmethyl)-1H-imidazol-4-yl]methylene]-4H-1-benzopyran-4-one). Isolated yield 95.0%. Reaction SMILES: [OH-].[K+].[O:3]1[C:12]2[C:7](=[CH:8][CH:9]=[CH:10][CH:11]=2)[C:6](=[O:13])[CH2:5][CH2:4]1.[CH3:14][C:15]1[N:19]([C:20]([C:33]2[CH:38]=[CH:37][CH:36]=[CH:35][CH:34]=2)([C:27]2[CH:32]=[CH:31][CH:30]=[CH:29][CH:28]=2)[C:21]2[CH:26]=[CH:25][CH:24]=[CH:23][CH:22]=2)[CH:18]=[N:17][C:16]=1[CH:39]=O>CO>[CH3:14][C:15]1[N:19]([C:20]([C:21]2[CH:26]=[CH:25][CH:24]=[CH:23][CH:22]=2)([C:27]2[CH:28]=[CH:29][CH:30]=[CH:31][CH:32]=2)[C:33]2[CH:38]=[CH:37][CH:36]=[CH:35][CH:34]=2)[CH:18]=[N:17][C:16]=1/[CH:39]=[C:5]1\[CH2:4][O:3][C:12]2[CH:11]=[CH:10][CH:9]=[CH:8][C:7]=2[C:6]\1=[O:13] |f:0.1|. Procedure: A solution of potassium hydroxide (0.5 g) in methanol (5 ml) was added to a solution of 4-chromanone (0.84 g) and 5-methyl-1-(triphenylmethyl)-1H-imidazole-4-carboxaldehyde (2 g) in methanol (25 ml) with warming, and the resulting solution was stirred at 50° for 3 h. The resultant precipitate was filtered off, washed with methanol (25 ml) and dried to give the title compound (2.6 g), m.p. 231°-233°. The product is C(C)C1=C(C(=CC(=C1)C(F)(F)F)C)C=1OCC(N1)(C)C (2-(2-Ethyl-6-methyl-4-trifluoromethyl-phenyl)-4,4-dimethyl-4,5-dihydro-oxazole). RXN SMILES: [CH2:1]([C:3]1[CH:8]=[C:7]([C:9]([F:12])([F:11])[F:10])[CH:6]=[C:5](OC)[C:4]=1[C:15]1[O:16][CH2:17][C:18]([CH3:21])([CH3:20])[N:19]=1)[CH3:2].[CH3:22][Mg]Br>O1CCCC1.C(OCC)C>[CH2:1]([C:3]1[CH:8]=[C:7]([C:9]([F:12])([F:11])[F:10])[CH:6]=[C:5]([CH3:22])[C:4]=1[C:15]1[O:16][CH2:17][C:18]([CH3:21])([CH3:20])[N:19]=1)[CH3:2]. Procedure: To a 0° C. solution of 100 mg (0.332 mmol) 2-(2-ethyl-6-methoxy-4-trifluoromethyl-phenyl)-4,4-dimethyl-4,5-dihydro-oxazole (obtained by reaction of 2-(2,6-dimethoxy-4-trifluoromethyl-phenyl)-4,4-dimethyl-4,5-dihydro-oxazole with ethylmagnesium bromide) in 0.6 ml tetrahydrofuran, was added drop-wise 0.332 ml (0.996 mmol) of a 3M methylmagnesium bromide solution in diethyl ether maintaining the temperature below 5° C. The mixture was allowed to warm to room temperature and stirred for 3.5 hours an... The yield is 50.4%. Solvent: O1CCCC1 (tetrahydrofuran), C(C)OCC (diethyl ether). Conditions: time 3.5 hour. Reactants: C(C)C1=C(C(=CC(=C1)C(F)(F)F)OC)C=1OCC(N1)(C)C (2-(2-ethyl-6-methoxy-4-trifluoromethyl-phenyl)-4,4-dimethyl-4,5-dihydro-oxazole), C[Mg]Br (methylmagnesium bromide). The reactants are C(C)N(CCN1N=C2C=3C(=C(C=CC13)[N+](=O)[O-])OC1=C2C=CC=C1)CC (N,N-diethyl-5-nitro-2H-[1]benzopyrano[4,3,2-cd]indazole-2-ethanamine), [H][H] (hydrogen). Reagents/catalysts: [Pd] (palladium on carbon). Solvent: O1CCCC1 (tetrahydrofuran). Yields the product NC1=C2C=3C(=NN(C3C=C1)CCN(CC)CC)C1=C(O2)C=CC=C1 (5-Amino-N,N-diethyl-2H-[1]benzopyrano[4,3,2-cd]-indazol-2-ethanamine). As a reaction SMILES: [CH2:1]([N:3]([CH2:25][CH3:26])[CH2:4][CH2:5][N:6]1[C:14]2[CH:13]=[CH:12][C:11]([N+:15]([O-])=O)=[C:10]3[O:18][C:19]4[CH:24]=[CH:23][CH:22]=[CH:21][C:20]=4[C:8]([C:9]=23)=[N:7]1)[CH3:2].[H][H]>O1CCCC1.[Pd]>[NH2:15][C:11]1[CH:12]=[CH:13][C:14]2[N:6]([CH2:5][CH2:4][N:3]([CH2:25][CH3:26])[CH2:1][CH3:2])[N:7]=[C:8]3[C:20]4[CH:21]=[CH:22][CH:23]=[CH:24][C:19]=4[O:18][C:10]=1[C:9]=23. Reported procedure: A solution of 8.9 g (0.026 mole) of N,N-diethyl-5-nitro-2H-[1]benzopyrano[4,3,2-cd]indazole-2-ethanamine in 100 ml of tetrahydrofuran was hydrogenated over 1 g of 10% palladium on carbon at ambient temperature and a hydrogen pressure of 46.3-52.3 psi. The mixture was filtered and the solvent removed in vacuo. The oily residue was triturated with petroleum ether and recrystallized from n-hexane to give the product, mp 78°-80° C. Reactants: ClC=1C=NC(=C(C(=O)O)C1)CC1=CC(=CC=C1)C#N (5-Chloro-2-(3-cyanobenzyl)nicotinic acid), Cl.N[C@@H](C)C1=CC=C(C(=O)OC)C=C1 (Methyl 4-[(1S)-1-aminoethyl]benzoate hydrochloride). Yields the product ClC=1C=C(C(=NC1)CC1=CC(=CC=C1)C#N)C(=O)N[C@@H](C)C1=CC=C(C(=O)OC)C=C1 (Methyl 4-[(1S)-1-({[5-chloro-2-(3-cyanobenzyl)pyridin-3-yl]carbonyl}amino)ethyl]benzoate). Reaction SMILES: [Cl:1][C:2]1[CH:3]=[N:4][C:5]([CH2:11][C:12]2[CH:17]=[CH:16][CH:15]=[C:14]([C:18]#[N:19])[CH:13]=2)=[C:6]([CH:10]=1)[C:7]([OH:9])=O.Cl.[NH2:21][C@H:22]([C:24]1[CH:33]=[CH:32][C:27]([C:28]([O:30][CH3:31])=[O:29])=[CH:26][CH:25]=1)[CH3:23]>>[Cl:1][C:2]1[CH:10]=[C:6]([C:7]([NH:21][C@H:22]([C:24]2[CH:33]=[CH:32][C:27]([C:28]([O:30][CH3:31])=[O:29])=[CH:26][CH:25]=2)[CH3:23])=[O:9])[C:5]([CH2:11][C:12]2[CH:17]=[CH:16][CH:15]=[C:14]([C:18]#[N:19])[CH:13]=2)=[N:4][CH:3]=1 |f:1.2|. Procedure details: The title compound was prepared according to the procedure described in step 3 of Example 1 from 5-chloro-2-(3-cyanobenzyl)nicotinic acid (step 2) and methyl 4-[(1S)-1-aminoethyl]benzoate hydrochloride (step 3 of Example 5): 1H-NMR (CDCl3) δ 8.58 (1H, d, J=2.4 Hz), 8.05–8.02 (2H, m), 7.66 (1H, d, J=2.4 Hz), 7.50–7.27 (6H, m), 6.01 (1H, d, J=8.1 Hz), 5.32–5.23 (1H, m), 4.30 (2H, s), 3.93 (3H, s), 1.54 (3H, d, J=7.0 Hz); MS (ESI) m/z 432 (M−H)−. Starting materials: ClC=1C(=C2C(=NC1)NC(=N2)C2=CC=C(C=C2)OCCN2CCOCC2)Cl (6,7-Dichloro-2-[4-(2-morpholin-4-ylethoxy)phenyl]-3H-imidazo[4,5-b]pyridine), OCCN1CCCC1 (1-(2-hydroxyethyl)pyrrolidine), [H-].[Na+] (sodium hydride). The solvent is CC#N (CH3CN). Product: ClC=1C(=C2C(=NC1)N=C(N2)C2=CC=C(C=C2)OCCN2CCOCC2)OCCN2CCCC2 (6-Chloro-2-{4-[2-(4-morpholinyl)ethoxy]phenyl}-7-[2-(1-pyrrolidinyl)ethoxy]-1H-imidazo[4,5-b]pyridine). The yield is 50.0%. Reaction SMILES: [Cl:1][C:2]1[C:3](Cl)=[C:4]2[N:10]=[C:9]([C:11]3[CH:16]=[CH:15][C:14]([O:17][CH2:18][CH2:19][N:20]4[CH2:25][CH2:24][O:23][CH2:22][CH2:21]4)=[CH:13][CH:12]=3)[NH:8][C:5]2=[N:6][CH:7]=1.[OH:27][CH2:28][CH2:29][N:30]1[CH2:34][CH2:33][CH2:32][CH2:31]1.[H-].[Na+]>CC#N>[Cl:1][C:2]1[C:3]([O:27][CH2:28][CH2:29][N:30]2[CH2:34][CH2:33][CH2:32][CH2:31]2)=[C:4]2[NH:10][C:9]([C:11]3[CH:16]=[CH:15][C:14]([O:17][CH2:18][CH2:19][N:20]4[CH2:21][CH2:22][O:23][CH2:24][CH2:25]4)=[CH:13][CH:12]=3)=[N:8][C:5]2=[N:6][CH:7]=1 |f:2.3|. Procedure: 6,7-Dichloro-2-[4-(2-morpholin-4-ylethoxy)phenyl]-3H-imidazo[4,5-b]pyridine (Example 206) (0.010 g, 0.025 mmol), 1-(2-hydroxyethyl)pyrrolidine (0.5 ml) and sodium hydride were heated to 120° C. for 3 h. The reaction mixture was diluted with CH3CN and purified by HPLC-C18, giving the title product (0.006 g, 50%)